This data is from the Open Reaction Database (ORD), a public repository of structured organic reaction records. The task is: describe an organic reaction: reactants, conditions, products, and yield Starting materials: C(C)(=O)N1CCC(CC1)CCC(=O)C=1C=C2CCNC2=CC1 (3-(1-acetyl-4-piperidinyl)-1-(2,3-dihydroindol-5-yl)-1-propanone), Cl.ClC1=CC=NC=C1 (4-chloropyridine hydrochloride). Solvent: C(CCC)O (1-butanol). Conditions: time 3 hour. Product: C(C)(=O)N1CCC(CC1)CCC(=O)C=1C=C2CCN(C2=CC1)C1=CC=NC=C1 (3-(1-Acetyl-4-piperidinyl)-1-[1-(4-pyridyl)-2,3-dihydroindol-5-yl]-1-propanone). Yield: 69.7%. Reaction SMILES: [C:1]([N:4]1[CH2:9][CH2:8][CH:7]([CH2:10][CH2:11][C:12]([C:14]2[CH:15]=[C:16]3[C:20](=[CH:21][CH:22]=2)[NH:19][CH2:18][CH2:17]3)=[O:13])[CH2:6][CH2:5]1)(=[O:3])[CH3:2].Cl.Cl[C:25]1[CH:30]=[CH:29][N:28]=[CH:27][CH:26]=1>C(O)CCC>[C:1]([N:4]1[CH2:9][CH2:8][CH:7]([CH2:10][CH2:11][C:12]([C:14]2[CH:15]=[C:16]3[C:20](=[CH:21][CH:22]=2)[N:19]([C:25]2[CH:30]=[CH:29][N:28]=[CH:27][CH:26]=2)[CH2:18][CH2:17]3)=[O:13])[CH2:6][CH2:5]1)(=[O:3])[CH3:2] |f:1.2|. Reported procedure: A mixed solution of 3-(1-acetyl-4-piperidinyl)-1-(2,3-dihydroindol-5-yl)-1-propanone (0.4 g, 1.33 mmol) and 4-chloropyridine hydrochloride (0.2 g, 1.33 mmol) in 1-butanol (4 ml) was heated and stirred for 3 hours. The solvent was then distilled off and the residue was dissolved in 5% sodium hydroxide/H2O-ethyl acetate and extracted with ethyl acetate. The extract was washed with saturated NaCl/H2O and dried over MgSO4. The solvent was then distilled off under reduced pressure and the residue was... The reactants are BrC1=CC=C(C=C1)C1=C(C=C2C(=N1)N(C(=N2)O[C@@H]2CO[C@H]1[C@@H]2OC[C@H]1O)COCC[Si](C)(C)C)Cl ((3R,3aR,6R,6aR)-6-(5-(4-bromophenyl)-6-chloro-3-((2-(trimethylsilyl)ethoxy)methyl)-3H-imidazo[4,5-b]pyridin-2-yloxy)hexahydrofuro[3,2-b]furan-3-ol), N1(CCOCC1)C(=O)OC1CCNCC1 (piperidin-4-yl morpholine-4-carboxylate), Intermediate 23. Product: N1(CCOCC1)C(=O)OC1CCN(CC1)C1=CC=C(C=C1)C1=C(C=C2C(=N1)N(C(=N2)O[C@H]2[C@@H]1[C@H](OC2)[C@@H](CO1)O)COCC[Si](C)(C)C)Cl (1-(4-(6-Chloro-2-((3R,3aR,6R,6aR)-6-hydroxyhexahydrofuro[3,2-b]furan-3-yloxy)-3-((2-(trimethylsilyl)ethoxy)methyl)-3H-imidazo[4,5-b]pyridin-5-yl)phenyl)piperidin-4-yl morpholine-4-carboxylate). As a reaction SMILES: Br[C:2]1[CH:7]=[CH:6][C:5]([C:8]2[N:13]=[C:12]3[N:14]([CH2:27][O:28][CH2:29][CH2:30][Si:31]([CH3:34])([CH3:33])[CH3:32])[C:15]([O:17][C@H:18]4[C@H:22]5[O:23][CH2:24][C@@H:25]([OH:26])[C@H:21]5[O:20][CH2:19]4)=[N:16][C:11]3=[CH:10][C:9]=2[Cl:35])=[CH:4][CH:3]=1.[N:36]1([C:42]([O:44][CH:45]2[CH2:50][CH2:49][NH:48][CH2:47][CH2:46]2)=[O:43])[CH2:41][CH2:40][O:39][CH2:38][CH2:37]1>>[N:36]1([C:42]([O:44][CH:45]2[CH2:50][CH2:49][N:48]([C:2]3[CH:7]=[CH:6][C:5]([C:8]4[N:13]=[C:12]5[N:14]([CH2:27][O:28][CH2:29][CH2:30][Si:31]([CH3:34])([CH3:33])[CH3:32])[C:15]([O:17][C@@H:18]6[CH2:19][O:20][C@@H:21]7[C@H:25]([OH:26])[CH2:24][O:23][C@H:22]67)=[N:16][C:11]5=[CH:10][C:9]=4[Cl:35])=[CH:4][CH:3]=3)[CH2:47][CH2:46]2)=[O:43])[CH2:41][CH2:40][O:39][CH2:38][CH2:37]1. Procedure: The title compound is prepared from (3R,3aR,6R,6aR)-6-(5-(4-bromophenyl)-6-chloro-3-((2-(trimethylsilyl)ethoxy)methyl)-3H-imidazo[4,5-b]pyridin-2-yloxy)hexahydrofuro[3,2-b]furan-3-ol and piperidin-4-yl morpholine-4-carboxylate following a procedure analogous to that described for Intermediate 23. LC (method 1): tR=1.03 min; Mass spectrum (ESI+): m/z=716 [M+H]+. The reactants are ClC=1C=C(C=C(C1C)Cl)C=1C=CC(NN1)=O (6-(3,5-dichloro-4-methylphenyl)-3-pyridazone), P12(=S)SP3(=S)SP(=S)(S1)SP(=S)(S2)S3 (phosphorus pentasulphide). The solvent is N1=CC=CC=C1 (pyridine). Product: ClC=1C=C(C=C(C1C)Cl)C=1C=CC(NN1)=S (6-(3,5-Dichloro-4-methylphenyl)-3(2H)pyridazinethione). Isolated yield 55.9%. Reaction SMILES: [Cl:1][C:2]1[CH:3]=[C:4]([C:10]2[CH:11]=[CH:12][C:13](=O)[NH:14][N:15]=2)[CH:5]=[C:6]([Cl:9])[C:7]=1[CH3:8].P12(SP3(SP(SP(S3)(S1)=S)(=S)S2)=S)=[S:18]>N1C=CC=CC=1>[Cl:1][C:2]1[CH:3]=[C:4]([C:10]2[CH:11]=[CH:12][C:13](=[S:18])[NH:14][N:15]=2)[CH:5]=[C:6]([Cl:9])[C:7]=1[CH3:8]. Procedure details: 12.75 g of 6-(3,5-dichloro-4-methylphenyl)-3-pyridazone and 22 g of phosphorus pentasulphide in 80 ml of pyridine were heated under reflux on an oil bath for 7 hours. The reaction mixture was then cooled to room temperature and its volume was reduced by one-half by distilling off the pyridine under reduced pressure. 300 ml of ethyl acetate were added to the residue and the mixture was poured into ice-water. After stirring the mixture for a short time, the resulting yellow solid was collected by ... Reactants: FC(C(=O)O)(F)F.C(C)(=O)N[C@H](C(=O)N[C@H](CNCCCCOC1=C(C(=O)OC)C(=CC=C1)O)CC1=CC=C(C=C1)C1CC(N(S1(=O)=O)C(C)(C)C)=O)CC1=CC=CC=C1 (Methyl 2-[4-((2S)-2-[(2S)-2-(acetylamino)-3-phenylpropanoyl]amino-3-[4-(2-tert-butyl-1,1-dioxido-3-oxoisothiazolidin-5-yl)phenyl]propylamino)butoxy-]6-hydroxybenzoate trifluoroacetate), FC(C(=O)O)(F)F (trifluoroacetic acid), FC(C(=O)O)(F)F (trifluoroacetic acid). Reaction conditions: temperature 130 celsius, time 1 minute. Yields the product FC(C(=O)O)(F)F.C(C)(=O)N[C@H](C(=O)N[C@H](CNCCCCOC1=C(C(=O)OC)C(=CC=C1)O)CC1=CC=C(C=C1)C1CC(NS1(=O)=O)=O)CC1=CC=CC=C1 (Methyl 2-[4-((2S)-2-[(2S)-2-(acetylamino)-3-phenylpropanoyl]amino-3-[4-(1,1-dioxido-3-oxoisothiazolidin-5-yl)phenyl]propylamino)butoxy]-6-hydroxybenzoate trifluoroacetate). As a reaction SMILES: [F:1][C:2]([F:7])([F:6])[C:3]([OH:5])=[O:4].[C:8]([NH:11][C@@H:12]([CH2:54][C:55]1[CH:60]=[CH:59][CH:58]=[CH:57][CH:56]=1)[C:13]([NH:15][C@@H:16]([CH2:35][C:36]1[CH:41]=[CH:40][C:39]([CH:42]2[S:46](=[O:48])(=[O:47])[N:45](C(C)(C)C)[C:44](=[O:53])[CH2:43]2)=[CH:38][CH:37]=1)[CH2:17][NH:18][CH2:19][CH2:20][CH2:21][CH2:22][O:23][C:24]1[CH:33]=[CH:32][CH:31]=[C:30]([OH:34])[C:25]=1[C:26]([O:28][CH3:29])=[O:27])=[O:14])(=[O:10])[CH3:9].FC(F)(F)C(O)=O>>[F:1][C:2]([F:7])([F:6])[C:3]([OH:5])=[O:4].[C:8]([NH:11][C@@H:12]([CH2:54][C:55]1[CH:56]=[CH:57][CH:58]=[CH:59][CH:60]=1)[C:13]([NH:15][C@@H:16]([CH2:35][C:36]1[CH:37]=[CH:38][C:39]([CH:42]2[S:46](=[O:48])(=[O:47])[NH:45][C:44](=[O:53])[CH2:43]2)=[CH:40][CH:41]=1)[CH2:17][NH:18][CH2:19][CH2:20][CH2:21][CH2:22][O:23][C:24]1[CH:33]=[CH:32][CH:31]=[C:30]([OH:34])[C:25]=1[C:26]([O:28][CH3:29])=[O:27])=[O:14])(=[O:10])[CH3:9] |f:0.1,3.4|. Procedure: Methyl 2-[4-((2S)-2-[(2S)-2-(acetylamino)-3-phenylpropanoyl]amino-3-[4-(2-tert-butyl-1,1-dioxido-3-oxoisothiazolidin-5-yl)phenyl]propylamino)butoxy-]6-hydroxybenzoate trifluoroacetate (salt) was submitted in two batches to deprotection conditions in the a microwave. The first batch (5.1 mg, 0.0061 mmol) was combined with crushed 3 Å molecular sieves (7.9 mg) and trifluoroacetic acid (0.75 mL) and heated at 130° C. 3 times for one minute each time. The second batch (18 mg, 0.021 mmol) was combine... Starting materials: C1=CC=C(C=C1)COC(=O)/N=N/C(=O)OCC2=CC=CC=C2 (DBAD), ClC1=NC(=C2N=CNC2=N1)Cl (2,6-dichloro-9H-purine), C(C)(C)O (isopropanol), C1(=CC=CC=C1)P(C1=CC=CC=C1)C1=CC=CC=C1 (triphenylphosphine). Solvent: C1CCOC1 (THF), C1CCOC1 (THF). Product: ClC1=NC(=C2N=CN(C2=N1)C(C)C)Cl (2,6-dichloro-9-isopropyl-9H-purine). RXN SMILES: [Cl:1][C:2]1[N:10]=[C:9]2[C:5]([N:6]=[CH:7][NH:8]2)=[C:4]([Cl:11])[N:3]=1.[CH:12](O)([CH3:14])[CH3:13].C1(P(C2C=CC=CC=2)C2C=CC=CC=2)C=CC=CC=1.C1C=CC(COC(/N=N/C(OCC2C=CC=CC=2)=O)=O)=CC=1>C1COCC1>[Cl:1][C:2]1[N:10]=[C:9]2[C:5]([N:6]=[CH:7][N:8]2[CH:12]([CH3:14])[CH3:13])=[C:4]([Cl:11])[N:3]=1. Reported procedure: A 500 mL round bottom flask was charged with 2,6-dichloro-9H-purine (1.89 g, 10 mmol), isopropanol (3.1 mL, 40 mmol, 4 mol eq), THF (150 mL), and triphenylphosphine (polystyrene-bound, ˜3 mmol/g, 6.7 g, or about 20 mmol load) and the resulting mixture was stirred and cooled in a water bath under nitrogen. A solution of DBAD (4.85 g, 20 mmol) in THF (50 mL) was added dropwise via an addition funnel over 30 min and the resulting reaction mixture stirred at ambient temperature for 20 hr. The resin ... Reactants: ClC1=CC=C(C=N1)C1C(CCCC1)=O (2-(6-chloropyrid-3-yl)cyclohexanone), CC(C)([O-])C.[K+] (potassium t-butoxide), CN=C=S (methyl isothiocyanate). The solvent is O1CCCC1 (tetrahydrofuran), O1CCCC1 (tetrahydrofuran). Conditions: time 48 hour. Product: CNC(=S)C1(C(CCCC1)=O)C=1C=NC(=CC1)Cl ((±)-N-methyl-2-oxo-1-(6-chloropyrid-3-yl) -cyclohexanecarbothioamide). Yield: 52.0%. RXN SMILES: [Cl:1][C:2]1[N:7]=[CH:6][C:5]([CH:8]2[CH2:13][CH2:12][CH2:11][CH2:10][C:9]2=[O:14])=[CH:4][CH:3]=1.CC(C)([O-])C.[K+].[CH3:21][N:22]=[C:23]=[S:24]>O1CCCC1>[CH3:21][NH:22][C:23]([C:8]1([C:5]2[CH:6]=[N:7][C:2]([Cl:1])=[CH:3][CH:4]=2)[CH2:13][CH2:12][CH2:11][CH2:10][C:9]1=[O:14])=[S:24] |f:1.2|. Procedure: A vigorously stirred solution of 2-(6-chloropyrid-3-yl)cyclohexanone (0.36 g 1.7 mmol) in anhydrous tetrahydrofuran (10 ml) under argon at -15° C. was treated with potassium t-butoxide (0.19 g, 1.7 mmol). The resulting mixture was stirred for 2 hours at room temperature before the addition of a solution of methyl isothiocyanate (0.12 g, 1.7 mmol) in dry tetrahydrofuran (2 ml). The mixture was stirred for a further 48 hours at room temperature, concentrated in vacuo and the residue treated with w...